Dataset: the Open Reaction Database (ORD), a public repository of structured organic reaction records. Task: describe an organic reaction: reactants, conditions, products, and yield Reactants: [BH4-], COC(COCCCCCCCCCCCCC1CCCCC1)COS(C)(=O)=O, C[O-], CO, Cl, [Na+], [Na+], C1CCOC1, OCCCS. The product is COC(COCCCCCCCCCCCCC1CCCCC1)CSCCCO. RXN SMILES: [BH4-:9].[CH3:11][S:12]([O:13][CH2:16][CH:17]([CH2:18][O:19][CH2:20][CH2:21][CH2:22][CH2:23][CH2:24][CH2:25][CH2:26][CH2:27][CH2:28][CH2:29][CH2:30][CH2:31][CH:32]1[CH2:33][CH2:34][CH2:35][CH2:36][CH2:37]1)[O:38][CH3:39])(=[O:14])=[O:15].[CH3:1][O-:2].[CH3:46][OH:47].[ClH:40].[Na+:10].[Na+:3].[O:41]1[CH2:42][CH2:43][CH2:44][CH2:45]1.[SH:4][CH2:5][CH2:6][CH2:7][OH:8]>>[S:4]([CH2:5][CH2:6][CH2:7][OH:8])[CH2:16][CH:17]([CH2:18][O:19][CH2:20][CH2:21][CH2:22][CH2:23][CH2:24][CH2:25][CH2:26][CH2:27][CH2:28][CH2:29][CH2:30][CH2:31][CH:32]1[CH2:33][CH2:34][CH2:35][CH2:36][CH2:37]1)[O:38][CH3:39]. Reactants: CCOC(C)=O, O=C(OCc1ccccc1)C1(O)CCC(F)(F)C1. The product is O=C(O)C1(O)CCC(F)(F)C1. As a reaction SMILES: [CH3:19][CH2:20][O:21][C:22]([CH3:23])=[O:24].[F:1][C:2]1([F:18])[CH2:3][C:4]([C:7](=[O:8])[O:9][CH2:10][c:11]2[cH:12][cH:13][cH:14][cH:15][cH:16]2)([OH:17])[CH2:5][CH2:6]1>>[F:1][C:2]1([F:18])[CH2:3][C:4]([C:7](=[O:8])[OH:9])([OH:17])[CH2:5][CH2:6]1. The reactants are COC1=CC(=CC=C1)S(=O)(=O)C (1-Methoxy-3-(methylsulfonyl)benzene). Solvent: Br (hydrobromic acid), C(C)(=O)O (acetic acid). Product: CS(=O)(=O)C=1C=C(C=CC1)O (3-(methylsulfonyl)phenol). RXN SMILES: C[O:2][C:3]1[CH:8]=[CH:7][CH:6]=[C:5]([S:9]([CH3:12])(=[O:11])=[O:10])[CH:4]=1>Br.C(O)(=O)C>[CH3:12][S:9]([C:5]1[CH:4]=[C:3]([OH:2])[CH:8]=[CH:7][CH:6]=1)(=[O:10])=[O:11]. Procedure: 1-Methoxy-3-(methylsulfonyl)benzene (300 mg, 1.61 mmol) was suspended in 1.6 mL aqueous hydrobromic acid (48% w/w) and 1.6 mL acetic acid. The mixture was heated under reflux for 24 hours. The reaction was cooled back to room temperature and concentrated. The residue was purified by column chromatography through a 40 gram biotage silica gel cartridge eluting with 40-70% ethyl acetate/hexanes (gradient) to give the product as white solid. LRMS calc: 172.0; obs: 173.2 (M+1). Reactants: C(C)(=O)OCC (ethyl acetate), [H-].COCCO[Al+]OCCOC.[Na+].[H-] (Sodium bis(2-methoxyethoxy)aluminum hydride), C(C)C(CC)(C1=CC(=C(C=C1)O)C)C1=CC(=C(C=C1)C#CC1(CCCCCC1)O)C (1-{4-[1-ethyl-1-(4-hydroxy-3-methyl-phenyl)-propyl]-2-methyl-phenylethynyl}-cycloheptanol). Run in [Cl-].[Na+].O (Brine), O1CCCC1 (tetrahydrofuran). Conditions: temperature 0 celsius, time 2 hour. Yields the product C(C)C(CC)(C1=CC(=C(C=C1)O)C)C1=CC(=C(C=C1)/C=C/C1(CCCCCC1)O)C (1-(2-{4-[1-ethyl-1-(4-hydroxy-3-methyl-phenyl)-propyl]-2-methyl-phenyl}-(E)-vinyl)-cycloheptanol). Isolated yield 100.5%. Reaction SMILES: [H-].COCCO[Al+]OCCOC.[Na+].[H-].[CH2:15]([C:17]([C:28]1[CH:33]=[CH:32][C:31]([C:34]#[C:35][C:36]2([OH:43])[CH2:42][CH2:41][CH2:40][CH2:39][CH2:38][CH2:37]2)=[C:30]([CH3:44])[CH:29]=1)([C:20]1[CH:25]=[CH:24][C:23]([OH:26])=[C:22]([CH3:27])[CH:21]=1)[CH2:18][CH3:19])[CH3:16].C(OCC)(=O)C>O1CCCC1.[Cl-].[Na+].O>[CH2:15]([C:17]([C:28]1[CH:33]=[CH:32][C:31](/[CH:34]=[CH:35]/[C:36]2([OH:43])[CH2:37][CH2:38][CH2:39][CH2:40][CH2:41][CH2:42]2)=[C:30]([CH3:44])[CH:29]=1)([C:20]1[CH:25]=[CH:24][C:23]([OH:26])=[C:22]([CH3:27])[CH:21]=1)[CH2:18][CH3:19])[CH3:16] |f:0.1.2.3,7.8.9|. Procedure details: Sodium bis(2-methoxyethoxy)aluminum hydride (65 wt % solution in toluene, 1.4 mL, 4.66 mmol) was added to a solution of 1-{4-[1-ethyl-1-(4-hydroxy-3-methyl-phenyl)-propyl]-2-methyl-phenylethynyl}-cycloheptanol (Example 128-(1); 624 mg, 1.54 mmol) in tetrahydrofuran (7.5 mL) in a nitrogen atmosphere at 0° C., and the mixture was stirred at 0° C. for two hours. Brine and ethyl acetate were added to the reaction mixture, which was stirred for 20 minutes. Then, celite was added and the mixture was f...